Dataset: the Open Reaction Database (ORD), a public repository of structured organic reaction records. Task: describe an organic reaction: reactants, conditions, products, and yield The reactants are CCOC(=O)C (EtOAc), [H-].[Na+] (NaH), CI (CH3I), COC(C1=CC(=C(C=C1)O)C#N)=O (3-cyano-4-hydroxybenzoic acid methyl ester). The solvent is CN(C)C=O (DMF). Reaction conditions: time 24 hour. Product: COC(C1=CC(=C(C=C1)OC)C#N)=O (3-Cyano-4-methoxy-benzoic acid methyl ester). RXN SMILES: [CH3:1][O:2][C:3](=[O:13])[C:4]1[CH:9]=[CH:8][C:7]([OH:10])=[C:6]([C:11]#[N:12])[CH:5]=1.[H-].[Na+].CI.[CH3:18]COC(C)=O>CN(C=O)C>[CH3:1][O:2][C:3](=[O:13])[C:4]1[CH:9]=[CH:8][C:7]([O:10][CH3:18])=[C:6]([C:11]#[N:12])[CH:5]=1 |f:1.2|. Procedure: 3-cyano-4-hydroxybenzoic acid methyl ester from step 1 (1 g, 3.6 mmol) was dissolved in DMF (18 ml) and treated with NaH (290 g, 7.2 mmol) and CH3I (450 μl, 7.2 mmol). The reaction mixture was stirred at room temperature for 24 hours. EtOAc was added to the mixture and extracted with 5% citric acid (2×10 mL), saturated NaHCO3 (2×10 mL) and brine (1×10 mL). The organic layer was dried (MgSO4), filtered, and concentrated to yield the desired product. Reactants: 48d, CO (methanol), O (water), C(C)(=O)O (acetic acid), 14d, 14d, 28d, C(C)(=O)OC (methyl acetate), 15d, CO (methanol), CO (methanol), 28d, 14d, CO (methanol), C(C)(=O)O (acetic acid). The product is C(C1=CC=CO1)=O (furfural), 32d, C(C)(=O)OC (methyl acetate). As a reaction SMILES: C[OH:2].[C:3]([O:6][CH3:7])(=[O:5])[CH3:4].O.[C:9](O)(=O)[CH3:10]>>[CH:4](=[O:2])[C:3]1[O:6][CH:7]=[CH:10][CH:9]=1.[C:3]([O:6][CH3:7])(=[O:5])[CH3:4]. Procedure details: At this point vaporized methanol is started down the top of column 14d via lines 28d, 48d. By virtue of the fact that there is little acetic acid present in column 14d, there is little heat of reaction from the formation of methyl acetate. Therefore, downward travel of methanol is continued until the vapor breaks through adjacent bottom of column 14d, (as indicated by the temperature reading of probe 15d), whereupon upward travel thereof is commenced by delivery of addition quantities of methano... Reactants: COc1ccc(Br)c2[nH]ccc(=O)c12, [Na+], C1=COC=CO1, [OH-]. Product: COc1cccc2[nH]ccc(=O)c12. Reaction SMILES: [Br:1][c:2]1[cH:3][cH:4][c:5]([O:13][CH3:14])[c:6]2[c:7](=[O:12])[cH:8][cH:9][nH:10][c:11]12.[Na+:16].[O:17]1[CH:18]=[CH:19][O:20][CH:21]=[CH:22]1.[OH-:15]>>[cH:2]1[cH:3][cH:4][c:5]([O:13][CH3:14])[c:6]2[c:7](=[O:12])[cH:8][cH:9][nH:10][c:11]12. Reactants: C(C)NC(=O)N1CCN(CC1)C1=CC=NC2=CC=C(C=C12)C=1C(=NN(C1)C(C1=CC=CC=C1)(C1=CC=CC=C1)C1=CC=CC=C1)C (N-ethyl-4-[6-(3-methyl-1-trityl-1H-pyrazolyl)-4-quinolyl]-1-piperazine carboxamide), Cl (hydrochloric acid). The product is Cl.Cl.C(C)NC(=O)N1CCN(CC1)C1=CC=NC2=CC=C(C=C12)C=1C(=NNC1)C (N-Ethyl-4-[6-(3-methyl-1H-4-pyrazolyl)-4-quinolyl]-1-piperazine carboxamide dihydrochloride). RXN SMILES: [CH2:1]([NH:3][C:4]([N:6]1[CH2:11][CH2:10][N:9]([C:12]2[C:21]3[C:16](=[CH:17][CH:18]=[C:19]([C:22]4[C:23]([CH3:46])=[N:24][N:25](C(C5C=CC=CC=5)(C5C=CC=CC=5)C5C=CC=CC=5)[CH:26]=4)[CH:20]=3)[N:15]=[CH:14][CH:13]=2)[CH2:8][CH2:7]1)=[O:5])[CH3:2].[ClH:47]>>[ClH:47].[ClH:47].[CH2:1]([NH:3][C:4]([N:6]1[CH2:7][CH2:8][N:9]([C:12]2[C:21]3[C:16](=[CH:17][CH:18]=[C:19]([C:22]4[C:23]([CH3:46])=[N:24][NH:25][CH:26]=4)[CH:20]=3)[N:15]=[CH:14][CH:13]=2)[CH2:10][CH2:11]1)=[O:5])[CH3:2] |f:2.3.4|. Procedure: 118 mg N-ethyl-4-[6-(3-methyl-1-trityl-1H-pyrazolyl)-4-quinolyl]-1-piperazine carboxamide obtained in Example 180 and 1.5 mL of 5 N hydrochloric acid were reacted in the same manner as in Example 163, to give 72 mg of the title compound as a pale yellow solid.